From a dataset of the Open Reaction Database (ORD), a public repository of structured organic reaction records. describe an organic reaction: reactants, conditions, products, and yield Starting materials: [Si](C)(C)(C(C)(C)C)OCC1(CC=2N(CCS1)C(=NN2)C2(CC2)C2=CC=C(C=C2)B2OC(C(O2)(C)C)(C)C)C (8-({[Tert-butyl(dimethyl)silyl]oxy}methyl)-8-methyl-3-{1-[4-(4,4,5,5-tetramethyl-1,3,2-dioxaborolan-2-yl)phenyl]cyclopropyl}-5,6,8,9-tetrahydro[1,2,4]triazolo[4,3-d][1,4]thiazepine), ClC1=NC=CC=N1 (2-chloropyrimidine), C([O-])([O-])=O.[K+].[K+] (potassium carbonate), C(O)([O-])=O.[Na+] (sodium hydrogencarbonate). The reagents and catalysts are C=1C=CC(=CC1)[P](C=2C=CC=CC2)(C=3C=CC=CC3)[Pd]([P](C=4C=CC=CC4)(C=5C=CC=CC5)C=6C=CC=CC6)([P](C=7C=CC=CC7)(C=8C=CC=CC8)C=9C=CC=CC9)[P](C=1C=CC=CC1)(C=1C=CC=CC1)C=1C=CC=CC1 (tetrakis(triphenylphosphine)palladium(0)). Solvent: C(OC)COC (dimethoxyethane), O (water). The product is [Si](C)(C)(C(C)(C)C)OCC1(CC=2N(CCS1)C(=NN2)C2(CC2)C2=CC=C(C=C2)C2=NC=CC=N2)C (8-({[Tert-butyl(dimethyl)silyl]oxy}methyl)-8-methyl-3-[1-(4-pyrimidin-2-ylphenyl)cyclopropyl]-5,6,8,9-tetrahydro[1,2,4]triazolo[4,3-d][1,4]thiazepine). Isolated yield 78.2%. RXN SMILES: [Si:1]([O:8][CH2:9][C:10]1([CH3:38])[S:16][CH2:15][CH2:14][N:13]2[C:17]([C:20]3([C:23]4[CH:28]=[CH:27][C:26](B5OC(C)(C)C(C)(C)O5)=[CH:25][CH:24]=4)[CH2:22][CH2:21]3)=[N:18][N:19]=[C:12]2[CH2:11]1)([C:4]([CH3:7])([CH3:6])[CH3:5])([CH3:3])[CH3:2].Cl[C:40]1[N:45]=[CH:44][CH:43]=[CH:42][N:41]=1.C(=O)([O-])[O-].[K+].[K+].C(=O)([O-])O.[Na+]>C(COC)OC.O.C1C=CC([P]([Pd]([P](C2C=CC=CC=2)(C2C=CC=CC=2)C2C=CC=CC=2)([P](C2C=CC=CC=2)(C2C=CC=CC=2)C2C=CC=CC=2)[P](C2C=CC=CC=2)(C2C=CC=CC=2)C2C=CC=CC=2)(C2C=CC=CC=2)C2C=CC=CC=2)=CC=1>[Si:1]([O:8][CH2:9][C:10]1([CH3:38])[S:16][CH2:15][CH2:14][N:13]2[C:17]([C:20]3([C:23]4[CH:28]=[CH:27][C:26]([C:40]5[N:45]=[CH:44][CH:43]=[CH:42][N:41]=5)=[CH:25][CH:24]=4)[CH2:22][CH2:21]3)=[N:18][N:19]=[C:12]2[CH2:11]1)([C:4]([CH3:7])([CH3:6])[CH3:5])([CH3:3])[CH3:2] |f:2.3.4,5.6,^1:67,69,88,107|. Procedure details: A solution of the compound (555 mg, 1.0 mmol) obtained in Example 16-5), 2-chloropyrimidine (171 mg, 1.5 mmol), tetrakis(triphenylphosphine)palladium(0) (231 mg, 0.2 mmol), and potassium carbonate (276 mg, 2 mmol) in dimethoxyethane (4 mL) and water (1 mL) was stirred at 130° C. for 1.5 h under microwave irradiation. The reaction mixture was cooled to room temperature, saturated aqueous sodium hydrogencarbonate was added to the reaction mixture, the mixture was extracted with dichloromethane, an... Reactants: N#Cc1ccccc1Br, COCCOC, [Na+], [Na+], O=C([O-])[O-], Cc1ccc(B(O)O)cc1. Product: Cc1ccc(-c2ccccc2C#N)cc1. RXN SMILES: [Br:1][c:2]1[c:3]([C:4]#[N:5])[cH:6][cH:7][cH:8][cH:9]1.[CH2:26]([CH2:27][O:28][CH3:29])[O:30][CH3:31].[Na+:10].[Na+:11].[O-:12][C:13](=[O:14])[O-:15].[c:16]1([CH3:25])[cH:17][cH:18][c:19]([B:22]([OH:23])[OH:24])[cH:20][cH:21]1>>[c:2]1(-[c:19]2[cH:18][cH:17][c:16]([CH3:25])[cH:21][cH:20]2)[c:3]([C:4]#[N:5])[cH:6][cH:7][cH:8][cH:9]1. Isolated yield 46.1%. Reported procedure: A mixture of 4-amino-3-chloro-5-methylbenzonitrile (155 mg, 930 μmol) and methanesulfonylchloride (2.13 g, 18.6 mmol, 1.44 mL) is heated under microwave conditions to 150° C. for 7 h. The mixture is cooled to rt, diluted with water and extracted with EA. The org. extract is dried over MgSO4, filtered and concentrated. The crude product is purified on prep. TLC using heptane:EA 1:1 to give N-(2-chloro-4-cyano-6-methyl-phenyl)-methanesulfonamide (105 mg) as an orange solid; LC-MS**: tR=0.48 min; 1... Reaction SMILES: [NH2:1][C:2]1[C:9]([CH3:10])=[CH:8][C:5]([C:6]#[N:7])=[CH:4][C:3]=1[Cl:11].[CH3:12][S:13](Cl)(=[O:15])=[O:14]>O>[Cl:11][C:3]1[CH:4]=[C:5]([C:6]#[N:7])[CH:8]=[C:9]([CH3:10])[C:2]=1[NH:1][S:13]([CH3:12])(=[O:15])=[O:14]. Starting materials: NC1=C(C=C(C#N)C=C1C)Cl (4-amino-3-chloro-5-methylbenzonitrile), CS(=O)(=O)Cl (methanesulfonylchloride). The solvent is O (water). Yields the product ClC1=C(C(=CC(=C1)C#N)C)NS(=O)(=O)C (N-(2-chloro-4-cyano-6-methyl-phenyl)-methanesulfonamide). Conditions: temperature 150 celsius. Reaction SMILES: [C:1](#[N:2])[CH2:3][CH2:4][c:5]1[cH:6][cH:7][c:8]([CH:11]2[CH:12]([O:24][CH2:25][c:26]3[cH:27][c:28]4[cH:29][cH:30][cH:31][cH:32][c:33]4[cH:34][cH:35]3)[CH2:13][N:14]([C:17](=[O:18])[O:19][C:20]([CH3:21])([CH3:22])[CH3:23])[CH2:15][CH2:16]2)[cH:9][cH:10]1.[CH3:39][OH:40].[ClH:36].[NH2:37][OH:38]>>[C:1](=[NH:2])([CH2:3][CH2:4][c:5]1[cH:6][cH:7][c:8]([CH:11]2[CH:12]([O:24][CH2:25][c:26]3[cH:27][c:28]4[cH:29][cH:30][cH:31][cH:32][c:33]4[cH:34][cH:35]3)[CH2:13][N:14]([C:17](=[O:18])[O:19][C:20]([CH3:21])([CH3:22])[CH3:23])[CH2:15][CH2:16]2)[cH:9][cH:10]1)[NH:37][OH:38]. The product is CC(C)(C)OC(=O)N1CCC(c2ccc(CCC(=N)NO)cc2)C(OCc2ccc3ccccc3c2)C1. The reactants are CC(C)(C)OC(=O)N1CCC(c2ccc(CCC#N)cc2)C(OCc2ccc3ccccc3c2)C1, CO, Cl, NO. Starting materials: COc1cc(OC)cc(C(C)Nc2cc(N3CCN(C(=O)OC(C)(C)C)CC3)ccc2[N+](=O)[O-])c1, CCOCC, ClCCl, Cl. The product is COc1cc(OC)cc(C(C)Nc2cc(N3CCNCC3)ccc2[N+](=O)[O-])c1, Cl. As a reaction SMILES: [CH3:1][O:2][c:3]1[cH:4][c:5]([CH:11]([CH3:12])[NH:13][c:14]2[cH:15][c:16]([N:23]3[CH2:24][CH2:25][N:26]([C:29]([O:30][C:31]([CH3:32])([CH3:33])[CH3:34])=[O:35])[CH2:27][CH2:28]3)[cH:17][cH:18][c:19]2[N+:20](=[O:21])[O-:22])[cH:6][c:7]([O:9][CH3:10])[cH:8]1.[CH3:40][CH2:41][O:42][CH2:43][CH3:44].[Cl:37][CH2:38][Cl:39].[ClH:36]>>[CH3:1][O:2][c:3]1[cH:4][c:5]([CH:11]([CH3:12])[NH:13][c:14]2[cH:15][c:16]([N:23]3[CH2:24][CH2:25][NH:26][CH2:27][CH2:28]3)[cH:17][cH:18][c:19]2[N+:20](=[O:21])[O-:22])[cH:6][c:7]([O:9][CH3:10])[cH:8]1.[ClH:36]. The reactants are COc1cc2c(Cl)ccnc2cc1OCCN(C)C, ClCCl, [Cu], [K+], CN(C)C=O, [OH-], O, O=C(Nc1cccc2cc(O)ccc12)c1ccccc1, c1ccncc1. The product is COc1cc2c(Oc3ccc4c(NC(=O)c5ccccc5)cccc4c3)ccnc2cc1OCCN(C)C. As a reaction SMILES: [Cl:21][c:22]1[cH:23][cH:24][n:25][c:26]2[cH:27][c:28]([O:34][CH2:35][CH2:36][N:37]([CH3:38])[CH3:39])[c:29]([O:32][CH3:33])[cH:30][c:31]12.[Cl:53][CH2:54][Cl:55].[Cu:57].[K+:41].[O:42]=[CH:43][N:44]([CH3:45])[CH3:46].[OH-:40].[OH2:56].[OH:1][c:2]1[cH:3][c:4]2[cH:5][cH:6][cH:7][c:8]([NH:12][C:13]([c:14]3[cH:15][cH:16][cH:17][cH:18][cH:19]3)=[O:20])[c:9]2[cH:10][cH:11]1.[cH:47]1[cH:48][cH:49][n:50][cH:51][cH:52]1>>[O:1]([c:2]1[cH:3][c:4]2[cH:5][cH:6][cH:7][c:8]([NH:12][C:13]([c:14]3[cH:15][cH:16][cH:17][cH:18][cH:19]3)=[O:20])[c:9]2[cH:10][cH:11]1)[c:22]1[cH:23][cH:24][n:25][c:26]2[cH:27][c:28]([O:34][CH2:35][CH2:36][N:37]([CH3:38])[CH3:39])[c:29]([O:32][CH3:33])[cH:30][c:31]12.